From a dataset of the Open Reaction Database (ORD), a public repository of structured organic reaction records. describe an organic reaction: reactants, conditions, products, and yield Starting materials: C(C)(C)(C)C1=CC=C(C(=O)NC=2C=CC(=NC2)C2=CC=C3CN(C(C3=C2)=O)[C@H](C(=O)O)C(C)C)C=C1 ((S)-2-(6-(5-(4-tert-Butylbenzamido)pyridin-2-yl)-1-oxoisoindolin-2-yl)-3-methyl butanoic acid), ClC1=C(C=CC(=C1)NC(C1=CC=C(C=C1)CCCCC)=O)C1=CC=C2CN(C(C2=C1)=O)[C@H](C(=O)OC)C(C)C ((S)-Methyl 2-(6-(2-chloro-4-(4-pentylbenzamido)phenyl)-1-oxoisoindolin-2-yl)-3-methylbutanoate). Yields the product ClC1=C(C=CC(=C1)NC(C1=CC=C(C=C1)CCCCC)=O)C1=CC=C2CN(C(C2=C1)=O)[C@H](C(=O)O)C(C)C ((S)-2-(6-(2-Chloro-4-(4-pentylbenzamido)phenyl)-1-oxoisoindolin-2-yl)-3-methylbutanoic acid). Isolated yield 72.0%. RXN SMILES: C(C1C=CC(C(NC2C=CC(C3C=C4C(CN([C@@H](C(C)C)C(O)=O)C4=O)=CC=3)=NC=2)=O)=CC=1)(C)(C)C.[Cl:37][C:38]1[CH:43]=[C:42]([NH:44][C:45](=[O:57])[C:46]2[CH:51]=[CH:50][C:49]([CH2:52][CH2:53][CH2:54][CH2:55][CH3:56])=[CH:48][CH:47]=2)[CH:41]=[CH:40][C:39]=1[C:58]1[CH:66]=[C:65]2[C:61]([CH2:62][N:63]([C@@H:68]([CH:73]([CH3:75])[CH3:74])[C:69]([O:71]C)=[O:70])[C:64]2=[O:67])=[CH:60][CH:59]=1>>[Cl:37][C:38]1[CH:43]=[C:42]([NH:44][C:45](=[O:57])[C:46]2[CH:51]=[CH:50][C:49]([CH2:52][CH2:53][CH2:54][CH2:55][CH3:56])=[CH:48][CH:47]=2)[CH:41]=[CH:40][C:39]=1[C:58]1[CH:66]=[C:65]2[C:61]([CH2:62][N:63]([C@@H:68]([CH:73]([CH3:74])[CH3:75])[C:69]([OH:71])=[O:70])[C:64]2=[O:67])=[CH:60][CH:59]=1. Reported procedure: The compound of example 486 was prepared analogous to the compound of example 404 by hydrolysis of the compound of example 485. The reactants are N1=CC(=CC(=C1)C(=O)OCC)C(=O)OCC (diethyl 3,5-pyridinedicarboxylate), Cl (HCl). The solvent is C(C)O (ethyl alcohol), [OH-].[K+] (KOH). Reaction conditions: time 0.5 hour. The product is C(=O)(OCC)C=1C=C(C=NC1)C(=O)O (5-Carboethoxy-3-pyridinecarboxylic acid). Reaction SMILES: [N:1]1[CH:6]=[C:5]([C:7]([O:9]CC)=[O:8])[CH:4]=[C:3]([C:12]([O:14][CH2:15][CH3:16])=[O:13])[CH:2]=1.Cl>C(O)C.[OH-].[K+]>[C:12]([C:3]1[CH:4]=[C:5]([C:7]([OH:9])=[O:8])[CH:6]=[N:1][CH:2]=1)([O:14][CH2:15][CH3:16])=[O:13] |f:3.4|. Procedure details: To a solution of 10 g (0.045 mol) of diethyl 3,5-pyridinedicarboxylate in 75 ml of ethyl alcohol, 25 ml of 2N alcoholic KOH were added while stirring. Stirring was continued for 1/2 hour at room temperature. To the mixture, 12.5 ml of 4N HCl were added while stirring. The solid which separated was filtered and washed with alcohol. The combined filtrate and washings were distilled on rotovap and the residue was washed with water, filtered and crystallized from ethanol. Yield 7.5 g (86%), m.p. 180... Reactants: C(CCCCC)N1C(C(=C(C2=CC(=CC=C12)C)O)C(=O)OCC)=O (1-hexyl-3-ethoxycarbonyl-4-hydroxy-6-methyl-2(1H)-quinolinone), [N+](=[N-])=C (diazomethane). The solvent is ClCCl (dichloromethane), CO (methanol), CCOCC (ether). Yields the product C(CCCCC)N1C(C(=C(C2=CC(=CC=C12)C)OC)C(=O)OCC)=O (1-hexyl-3-ethoxycarbonyl-4-methoxy-6-methyl-2(1H)-quinolinone). Reaction SMILES: [CH2:1]([N:7]1[C:16]2[C:11](=[CH:12][C:13]([CH3:17])=[CH:14][CH:15]=2)[C:10]([OH:18])=[C:9]([C:19]([O:21][CH2:22][CH3:23])=[O:20])[C:8]1=[O:24])[CH2:2][CH2:3][CH2:4][CH2:5][CH3:6].[N+](=[CH2:27])=[N-]>ClCCl.CO.CCOCC>[CH2:1]([N:7]1[C:16]2[C:11](=[CH:12][C:13]([CH3:17])=[CH:14][CH:15]=2)[C:10]([O:18][CH3:27])=[C:9]([C:19]([O:21][CH2:22][CH3:23])=[O:20])[C:8]1=[O:24])[CH2:2][CH2:3][CH2:4][CH2:5][CH3:6]. Procedure: Then a solution of the 1-hexyl-3-ethoxycarbonyl-4-hydroxy-6-methyl-2(1H)-quinolinone (12.4 g) in dichloromethane (50 ml ) and methanol (10 ml) was treated with excess diazomethane in ether for 10 mins. This solution was then evaporated. The crude methylation product upon chromatography on silica gel yielded 1-hexyl-3-ethoxycarbonyl-4-methoxy-6-methyl-2(1H)-quinolinone (11.5 g). The 1-hexyl-3-ethoxycarbonyl-4-methoxy-6-methyl-2(1H)-quinolinone (7.13 g) in dry toluene (80 ml) was cooled to -78° C.... Reactants: C1COC2(CC(=CCC2)C2=C(C=C(C=C2)C(CCCCCC)(C)C)OCC2=CC=CC=C2)O1 (3-[2-benzyloxy-4-(1,1-dimethylheptyl)phenyl]cyclohex-3-en-1-one ethylene ketal), C([O-])(O)=O.[Na+] (sodium bicarbonate), ClC1=CC(=CC=C1)C(=O)OO (m-chloroperbenzoic acid). Run in ClCCl (dichloromethane). Reaction conditions: temperature 0 celsius, time 8 hour. The product is C1COC(CCC2=C(C=C(C=C2)C(CCCCCC)(C)C)OCC2=CC=CC=C2)(CCCC)O1 (1-[2-benzyloxy-4-(1,1-dimethylheptyl)phenyl]-3-heptanone ethylene ketal). As a reaction SMILES: [CH2:1]1[O:33][C:4]2([CH2:9][CH2:8][CH:7]=[C:6]([C:10]3[CH:15]=[CH:14][C:13]([C:16]([CH3:24])([CH3:23])[CH2:17]CCCCC)=[CH:12][C:11]=3[O:25][CH2:26][C:27]3[CH:32]=[CH:31][CH:30]=[CH:29][CH:28]=3)[CH2:5]2)[O:3][CH2:2]1.[C:34](=O)(O)[O-].[Na+].Cl[C:40]1[CH:45]=[CH:44]C=[C:42](C(OO)=O)[CH:41]=1>ClCCl>[CH2:2]1[O:3][C:4]([CH2:9][CH2:8][CH2:7][CH3:34])([CH2:5][CH2:6][C:10]2[CH:15]=[CH:14][C:13]([C:16]([CH3:24])([CH3:23])[CH2:17][CH2:42][CH2:41][CH2:40][CH2:45][CH3:44])=[CH:12][C:11]=2[O:25][CH2:26][C:27]2[CH:28]=[CH:29][CH:30]=[CH:31][CH:32]=2)[O:33][CH2:1]1 |f:1.2|. Reported procedure: To a 0° C. solution of 5.0 g. (11.2 mmole) of 3-[2-benzyloxy-4-(1,1-dimethylheptyl)phenyl]cyclohex-3-en-1-one ethylene ketal in 15 ml. of dichloromethane is added 1.26 g. (15 mmole) of sodium bicarbonate and 2.58 g. (15 mmole) of m-chloroperbenzoic acid. The reaction is stirred overnight at 0° C. and then filtered. The filtrate is diluted with 200 ml. of ether and washed with two 100 ml. portions of saturated sodium bicarbonate. The organic extract is dried over magnesium sulfate and evaporated ... The reactants are CCOC(=O)C(C)(Cc1ccc(OCCc2nc(-c3cccc(-c4ccc(F)cc4)c3)oc2C)cc1)Oc1ccccc1, CO, [Na+], [OH-]. Product: Cc1oc(-c2cccc(-c3ccc(F)cc3)c2)nc1CCOc1ccc(CC(C)(Oc2ccccc2)C(=O)O)cc1. RXN SMILES: [CH2:1]([CH3:2])[O:3][C:4]([C:5]([CH2:6][c:7]1[cH:8][cH:9][c:10]([O:13][CH2:14][CH2:15][c:16]2[n:17][c:18](-[c:22]3[cH:23][c:24](-[c:28]4[cH:29][cH:30][c:31]([F:34])[cH:32][cH:33]4)[cH:25][cH:26][cH:27]3)[o:19][c:20]2[CH3:21])[cH:11][cH:12]1)([O:35][c:36]1[cH:37][cH:38][cH:39][cH:40][cH:41]1)[CH3:42])=[O:43].[CH3:46][OH:47].[Na+:45].[OH-:44]>>[O:3]=[C:4]([C:5]([CH2:6][c:7]1[cH:8][cH:9][c:10]([O:13][CH2:14][CH2:15][c:16]2[n:17][c:18](-[c:22]3[cH:23][c:24](-[c:28]4[cH:29][cH:30][c:31]([F:34])[cH:32][cH:33]4)[cH:25][cH:26][cH:27]3)[o:19][c:20]2[CH3:21])[cH:11][cH:12]1)([O:35][c:36]1[cH:37][cH:38][cH:39][cH:40][cH:41]1)[CH3:42])[OH:43]. The reactants are C([O-])([O-])=O.[K+].[K+] (potassium carbonate), C(C)N(CCN)CC (N1,N1-diethylethane-1,2-diamine), BrC=1C=C2C=NN=C(C2=CC1)Cl (6-Bromo-1-chlorophthalazine). Run in CCOC(=O)C (EtOAc), CN(C=O)C (N,N-dimethylformamide). Reaction conditions: temperature 80 celsius, time 16 hour. Product: BrC=1C=C2C=NN=C(C2=CC1)NCCN(CC)CC (6-bromo-N-(2-(diethylamino)ethyl)phthalazin-1-amine). RXN SMILES: [Br:1][C:2]1[CH:3]=[C:4]2[C:9](=[CH:10][CH:11]=1)[C:8](Cl)=[N:7][N:6]=[CH:5]2.C(=O)([O-])[O-].[K+].[K+].[CH2:19]([N:21]([CH2:25][CH3:26])[CH2:22][CH2:23][NH2:24])[CH3:20]>CN(C)C=O.CCOC(C)=O>[Br:1][C:2]1[CH:3]=[C:4]2[C:9](=[CH:10][CH:11]=1)[C:8]([NH:24][CH2:23][CH2:22][N:21]([CH2:25][CH3:26])[CH2:19][CH3:20])=[N:7][N:6]=[CH:5]2 |f:1.2.3|. Reported procedure: 6-Bromo-1-chlorophthalazine (0.22 g, 0.91 mmol) was dissolved in N,N-dimethylformamide (3 mL) and potassium carbonate (0.25 g, 1.81 mmol) and N1,N1-diethylethane-1,2-diamine (0.25 mL, 1.81 mmol) were added. The reaction mixture was heated to 80° C. for 5 h, cooled to ambient temperature and stirred for 16 h. The reaction mixture was diluted with 20 mL of EtOAc, added to an addition funnel and partitioned with sodium bicarbonate (saturated, aqueous). The organic layer was washed 3× with 20 mL of ... The reactants are OCC=1NC2=C(C=CC=C2C1)NS(=O)(=O)C=1SC=CC1 (N-[2-(hydroxymethyl)-1H-indol-7-yl]thiophene-2-sulfonamide). Reagents/catalysts: [O-2].[O-2].[Mn+4] (manganese dioxide). Run in O1CCCC1 (tetrahydrofuran). Run at time 5 hour. The product is C(=O)C=1NC2=C(C=CC=C2C1)NS(=O)(=O)C=1SC=CC1 (N-(2-Formyl-1H-indol-7-yl)thiophene-2-sulfonamide). The yield is 9.3%. RXN SMILES: [OH:1][CH2:2][C:3]1[NH:4][C:5]2[C:10]([CH:11]=1)=[CH:9][CH:8]=[CH:7][C:6]=2[NH:12][S:13]([C:16]1[S:17][CH:18]=[CH:19][CH:20]=1)(=[O:15])=[O:14]>[O-2].[O-2].[Mn+4].O1CCCC1>[CH:2]([C:3]1[NH:4][C:5]2[C:10]([CH:11]=1)=[CH:9][CH:8]=[CH:7][C:6]=2[NH:12][S:13]([C:16]1[S:17][CH:18]=[CH:19][CH:20]=1)(=[O:14])=[O:15])=[O:1] |f:1.2.3|. Procedure: A mixture of N-[2-(hydroxymethyl)-1H-indol-7-yl]thiophene-2-sulfonamide (1.30 g), activated manganese dioxide (8.0 g) and tetrahydrofuran (30 mL) was stirred at room temperature for 5 hr. The reaction mixture was filtrated, and the filtrate was concentrated. The residue was subjected to silica gel column chromatography, and the title compound (0.12 g, yield 9%) was obtained as yellow crystals from a fraction eluted with tetrahydrofuran-hexane (2:1, volume ratio). melting point>226° C. (decomposi... Starting materials: OC(=O)C(F)(F)F.S(=O)(=O)=NCC(=O)O (N-sulfonylglycine TFA salt), ON1N=NC2=C1N=CC=C2 (1-hydroxy-7-azabenzotriazole), Cl.CN(CCCN=C=NCC)C (1-(3-dimethylaminopropyl)-3-ethylcarbodiimide hydrochloride), resultant mixture. Run in CN(C)C=O (DMF), C(C)(C)N(CC)C(C)C (diisopropyl-ethylamine). Yields the product C(C)N1C(CNS(CC1)(=O)=O)=O (5-ethyl-1,2,5-thiadiazepan-4-one 1,1-dioxide). As a reaction SMILES: OC(C(F)(F)F)=O.[S:8](=[N:11][CH2:12][C:13]([OH:15])=O)(=[O:10])=[O:9].ON1[C:21]2[N:22]=[CH:23][CH:24]=C[C:20]=2N=N1.Cl.CN(C)CCCN=C=NCC>CN(C=O)C.C(N(C(C)C)CC)(C)C>[CH2:21]([N:22]1[CH2:23][CH2:24][S:8](=[O:10])(=[O:9])[NH:11][CH2:12][C:13]1=[O:15])[CH3:20] |f:0.1,3.4|. Reported procedure: To a mixture of the above N-sulfonylglycine TFA salt (0.32 g, 0.98 mmol), 1-hydroxy-7-azabenzotriazole (36 mg, 0.26 mmol), and 1-(3-dimethylaminopropyl)-3-ethylcarbodiimide hydrochloride (0.22 g, 1.13 mmol) in DMF (50 mL), diisopropyl-ethylamine was added dropwise to adjust the pH to 5-6, and the resultant mixture was stirred at room temp overnight. The reaction mixture was concentrated under vacuum. The residue was subjected to column chromatography on silica gel eluted with chloroform. Collect... Starting materials: C#CC=CCO, CC#N, [Cu]I, Cc1ccc(Oc2ccc(Nc3ncnc(I)c3N)cc2C)cn1, I. The product is Cc1ccc(Oc2ccc(Nc3ncnc(C#CC=CCO)c3N)cc2C)cn1. As a reaction SMILES: [CH2:26]([CH:27]=[CH:28][C:29]#[CH:30])[OH:31].[CH3:32][C:33]#[N:34].[Cu:35][I:36].[I:2][c:3]1[c:4]([NH2:25])[c:5]([NH:9][c:10]2[cH:11][c:12]([CH3:24])[c:13]([O:16][c:17]3[cH:18][n:19][c:20]([CH3:23])[cH:21][cH:22]3)[cH:14][cH:15]2)[n:6][cH:7][n:8]1.[IH:1]>>[c:3]1([C:30]#[C:29][CH:28]=[CH:27][CH2:26][OH:31])[c:4]([NH2:25])[c:5]([NH:9][c:10]2[cH:11][c:12]([CH3:24])[c:13]([O:16][c:17]3[cH:18][n:19][c:20]([CH3:23])[cH:21][cH:22]3)[cH:14][cH:15]2)[n:6][cH:7][n:8]1.